Dataset: the Open Reaction Database (ORD), a public repository of structured organic reaction records. Task: describe an organic reaction: reactants, conditions, products, and yield As a reaction SMILES: [Br:1][c:2]1[cH:3][c:4]([Cl:27])[c:5]([NH:8][c:9]2[c:10]([CH:25]=[O:26])[cH:11][c:12]3[c:13]([n:14][cH:15][n:16]3[CH2:17][CH2:18][S:19](=[O:20])(=[O:21])[CH3:22])[c:23]2[F:24])[cH:6][cH:7]1.[C-:41]#[N:42].[CH2:44]1[O:45][CH2:46][CH2:47][CH2:48]1.[CH3:49][CH2:50][OH:51].[Na+:43].[S:28](=[O:29])(=[O:30])([c:31]1[cH:32][cH:33][c:34]([CH3:35])[cH:36][cH:37]1)[CH2:38][N+:39]#[C-:40]>>[Br:1][c:2]1[cH:3][c:4]([Cl:27])[c:5]([NH:8][c:9]2[c:10]([CH:25]3[O:26][CH:40]=[N:39][CH:38]3[S:28](=[O:29])(=[O:30])[c:31]3[cH:32][cH:33][c:34]([CH3:35])[cH:36][cH:37]3)[cH:11][c:12]3[c:13]([n:14][cH:15][n:16]3[CH2:17][CH2:18][S:19](=[O:20])(=[O:21])[CH3:22])[c:23]2[F:24])[cH:6][cH:7]1. Starting materials: CS(=O)(=O)CCn1cnc2c(F)c(Nc3ccc(Br)cc3Cl)c(C=O)cc21, [C-]#N, C1CCOC1, CCO, [Na+], [C-]#[N+]CS(=O)(=O)c1ccc(C)cc1. The product is Cc1ccc(S(=O)(=O)C2N=COC2c2cc3c(ncn3CCS(C)(=O)=O)c(F)c2Nc2ccc(Br)cc2Cl)cc1. Reactants: ClC1=CC=C(CNC(=O)C2=CN(C3=CC=C(C=C3C2=O)CN2CCOCC2)CSC2=CC=C(C=C2)Cl)C=C1 (N-(4-chlorobenzyl)-1-([(4-chlorophenyl)sulfanyl]methyl)-6-(4-morpholinylmethyl)-4-oxo-1,4-dihydro-3-quinolinecarboxamide), O.C1(=CC=C(C=C1)S(=O)(=O)O)C (p-toluenesulfonic acid hydrate), ClC=1C=C(C(=O)OO)C=CC1 (m-chloroperoxybenzoic acid). Solvent: ClCCl (dichloromethane), ClCCl (dichloromethane). Run at time 0.75 hour. The product is ClC1=CC=C(CNC(=O)C2=CN(C3=CC=C(C=C3C2=O)CN2CCOCC2)CS(=O)(=O)C2=CC=C(C=C2)Cl)C=C1 (N-(4-Chlorobenzyl)-1-([(4-chlorophenyl)sulfonyl]methyl)-6-(4-morpholinylmethyl)-4-oxo-1,4-dihydro-3-quinolinecarboxamide). The yield is 77.5%. RXN SMILES: [Cl:1][C:2]1[CH:38]=[CH:37][C:5]([CH2:6][NH:7][C:8]([C:10]2[C:19](=[O:20])[C:18]3[C:13](=[CH:14][CH:15]=[C:16]([CH2:21][N:22]4[CH2:27][CH2:26][O:25][CH2:24][CH2:23]4)[CH:17]=3)[N:12]([CH2:28]SC3C=CC(Cl)=CC=3)[CH:11]=2)=[O:9])=[CH:4][CH:3]=1.O.[C:40]1(C)[CH:45]=[CH:44][C:43]([S:46]([OH:49])(=[O:48])=O)=[CH:42][CH:41]=1.[Cl:51]C1C=C(C=CC=1)C(OO)=O>ClCCl>[Cl:1][C:2]1[CH:38]=[CH:37][C:5]([CH2:6][NH:7][C:8]([C:10]2[C:19](=[O:20])[C:18]3[C:13](=[CH:14][CH:15]=[C:16]([CH2:21][N:22]4[CH2:27][CH2:26][O:25][CH2:24][CH2:23]4)[CH:17]=3)[N:12]([CH2:28][S:46]([C:43]3[CH:42]=[CH:41][C:40]([Cl:51])=[CH:45][CH:44]=3)(=[O:48])=[O:49])[CH:11]=2)=[O:9])=[CH:4][CH:3]=1 |f:1.2|. Procedure: A solution of N-(4-chlorobenzyl)-1-([(4-chlorophenyl)sulfanyl]methyl)-6-(4-morpholinylmethyl)-4-oxo-1,4-dihydro-3-quinolinecarboxamide (0.11 gm) from Example No. 101 in dichloromethane (2 mL) at 0° C. is treated with p-toluenesulfonic acid hydrate (0.04 gm) followed by m-chloroperoxybenzoic acid (˜85%) (0.09 gm). The mixture is stirred for 0.75 hr. The reaction mixture is diluted with dichloromethane, washed with saturated aqueous sodium sulfite, saturated aqueous sodium bicarbonate, brine, drie... Reactants: S(=O)(=O)([O-])C1=CC=C(C)C=C1.C[N+](C)(C)C (tetramethylammonium tosylate), C(C)(C)Br (isopropyl bromide), [Cl-].[NH4+] (ammonium chloride), asbestos, C1(=CC=CC=C1)CC(=O)OC (methyl phenylacetate), C1(=CC=CC=C1)CC(=O)OC (methyl phenylacetate). The solvent is CN(C=O)C (dimethylformamide). Product: C(C)(C)C(C(=O)OC)C1=CC=CC=C1 (methyl α-isopropylphenylacetate), C(C)(C)C(C(=O)O)C1=CC=CC=C1 (α-isopropylphenylacetic acid). Reaction SMILES: [C:1]1([CH2:7][C:8]([O:10][CH3:11])=[O:9])[CH:6]=[CH:5][CH:4]=[CH:3][CH:2]=1.[CH:12](Br)([CH3:14])[CH3:13].S([C:20]1[CH:26]=CC(C)=C[CH:21]=1)([O-])(=O)=O.C[N+](C)(C)C.[Cl-].[NH4+]>CN(C)C=O>[CH:12]([CH:7]([C:1]1[CH:6]=[CH:5][CH:4]=[CH:3][CH:2]=1)[C:8]([O:10][CH3:11])=[O:9])([CH3:14])[CH3:13].[CH:20]([CH:7]([C:1]1[CH:6]=[CH:5][CH:4]=[CH:3][CH:2]=1)[C:8]([OH:10])=[O:9])([CH3:26])[CH3:21] |f:2.3,4.5|. Procedure details: Into the cathode chamber of an electrolytic cell divided with a diaphragm (asbestos) was placed a solution of 10 mmols of methyl phenylacetate, 12 mmols of isopropyl bromide and 1.0 g of tetramethylammonium tosylate in 30 ml of anhydrous dimethylformamide. Constant current electrolysis was conducted at 0.2 A/cm2 with use of lead for the anode and carbon for the cathode. After passing 1.5 F of electricity per mol of the methyl phenylacetate at 20° to 25° C., the cathode solution was added to a sa... The reactants are N1N=CC(=C1)C1=CC2=C(C=3N=C(SC3CCO2)C(=O)O)C=C1 (8-(1H-Pyrazol-4-yl)-4,5-dihydro-6-oxa-3-thia-1-aza-benzo[e]azulene-2-carboxylic acid), N1(CCNCC1)CCO (2-(piperazin-1-yl)ethanol). Product: OCCN1CCN(CC1)C(=O)C=1SC=2CCOC3=C(C2N1)C=CC(=C3)C=3C=NNC3 ([4-(2-Hydroxy-ethyl)-piperazin-1-yl]-[8-(1H-pyrazol-4-yl)-4,5-dihydro-6-oxa-3-thia-1-aza-benzo[e]azulen-2-yl]-methanone). As a reaction SMILES: [NH:1]1[CH:5]=[C:4]([C:6]2[CH:22]=[CH:21][C:9]3[C:10]4[N:11]=[C:12]([C:18](O)=[O:19])[S:13][C:14]=4[CH2:15][CH2:16][O:17][C:8]=3[CH:7]=2)[CH:3]=[N:2]1.[N:23]1([CH2:29][CH2:30][OH:31])[CH2:28][CH2:27][NH:26][CH2:25][CH2:24]1>>[OH:31][CH2:30][CH2:29][N:23]1[CH2:28][CH2:27][N:26]([C:18]([C:12]2[S:13][C:14]3[CH2:15][CH2:16][O:17][C:8]4[CH:7]=[C:6]([C:4]5[CH:3]=[N:2][NH:1][CH:5]=5)[CH:22]=[CH:21][C:9]=4[C:10]=3[N:11]=2)=[O:19])[CH2:25][CH2:24]1. Reported procedure: Following the procedure for 103, 8-(1H-Pyrazol-4-yl)-4,5-dihydro-6-oxa-3-thia-1-aza-benzo[e]azulene-2-carboxylic acid (50.0 mg, 0.2 mmol) was reacted with 2-(piperazin-1-yl)ethanol (1.2 equiv) to give 160 (20.9 mg, M+1 426.1) The reactants are methyl imidate, C(C)(=O)[O-].[NH4+] (ammonium acetate), C(C)(C)(C)NS(=O)(=O)C1=C(C=CC=C1)C1=CC=C(C=C1)NC(\C=C(\C=1OC=CC1)/C1=CC(=CC=C1)C#N)=O ((2E)-N-[4-(2-{[(tert-butyl)amino]sulfonyl}phenyl)phenyl]-3-(3-cyanophenyl)-3-(2-furyl)prop-2-enamide), C(C)(=O)OCC (ethyl acetate). The solvent is CO (methanol), CO (methanol). Run at time 8 hour. Product: O1C(=CC=C1)\C(=C\C(NC1=CC=C(C=C1)C1=C(C=CC=C1)S(N)(=O)=O)=O)\C=1C=C(C=CC1)C(=N)N (3-((1E)-1-(2-furyl)-2-{N-[4-(2-sulfamoylphenyl)phenyl]carbamoyl}vinyl)benzenecarboxamidine). RXN SMILES: C([NH:5][S:6]([C:9]1[CH:14]=[CH:13][CH:12]=[CH:11][C:10]=1[C:15]1[CH:20]=[CH:19][C:18]([NH:21][C:22](=[O:38])/[CH:23]=[C:24](\[C:30]2[CH:35]=[CH:34][CH:33]=[C:32]([C:36]#[N:37])[CH:31]=2)/[C:25]2[O:26][CH:27]=[CH:28][CH:29]=2)=[CH:17][CH:16]=1)(=[O:8])=[O:7])(C)(C)C.C(OCC)(=O)C.C([O-])(=O)C.[NH4+:49]>CO>[O:26]1[CH:27]=[CH:28][CH:29]=[C:25]1/[C:24](/[C:30]1[CH:31]=[C:32]([C:36]([NH2:37])=[NH:49])[CH:33]=[CH:34][CH:35]=1)=[CH:23]/[C:22](=[O:38])[NH:21][C:18]1[CH:19]=[CH:20][C:15]([C:10]2[CH:11]=[CH:12][CH:13]=[CH:14][C:9]=2[S:6](=[O:8])(=[O:7])[NH2:5])=[CH:16][CH:17]=1 |f:2.3|. Procedure details: To a solution of (2E)-N-[4-(2-{[(tert-butyl)amino]sulfonyl}phenyl)phenyl]-3-(3-cyanophenyl)-3-(2-furyl)prop-2-enamide (176 mg, 0.336 mmol) in 10 ml 1:1 ethyl acetate:anhydrous methanol cooled to −78° C. was bubbled HCl gas until saturation was achieved. Reaction was allowed to warm to room temperature and stirred overnight. The reaction was then concentrated in vacuo and dried under hi vacuum. The dried methyl imidate residue was dissolved in 5 ml anhydrous methanol to which ammonium acetate (14... RXN SMILES: [N+:1]([C:4]1[N:8]2[N:9]=[C:10]([S:13]C(C3C=CC=CC=3)(C3C=CC=CC=3)C3C=CC=CC=3)[CH:11]=[CH:12][C:7]2=[N:6][CH:5]=1)([O-:3])=[O:2].C([SiH](CC)CC)C.FC(F)(F)C(O)=O.[OH-].[Na+]>ClCCl>[N+:1]([C:4]1[N:8]2[N:9]=[C:10]([SH:13])[CH:11]=[CH:12][C:7]2=[N:6][CH:5]=1)([O-:3])=[O:2] |f:3.4|. Product: [N+](=O)([O-])C1=CN=C2N1N=C(C=C2)S (3-Nitroimidazo[1,2-b]pyridazine-6-thiol). Yield: 76.0%. Procedure details: A solution of 1.0 g (2.28 mmol) of 3-nitro-6-tritylsulfanylimidazo[1,2-b]pyridazine in 10 ml of anhydrous dichloromethane is treated with 0.73 ml (4.56 mmol) of triethylsilane and 1.0 ml (13 mmol) of trifluoroacetic acid under an argon atmosphere and stirred at room temperature for 3 h. 10 ml of 2N sodium hydroxide solution is then added and the mixture is extracted with 3×20 ml of ethyl acetate. The aqueous phase is then adjusted to pH 2 using hydrochloric acid and subsequently extracted with 3... The reactants are [N+](=O)([O-])C1=CN=C2N1N=C(C=C2)SC(C2=CC=CC=C2)(C2=CC=CC=C2)C2=CC=CC=C2 (3-nitro-6-tritylsulfanylimidazo[1,2-b]pyridazine), C(C)[SiH](CC)CC (triethylsilane), FC(C(=O)O)(F)F (trifluoroacetic acid), [OH-].[Na+] (sodium hydroxide). Run in ClCCl (dichloromethane). Conditions: time 3 hour. Starting materials: C1CCOC1, COC(=O)Cc1csc(-c2ccc(OC)nc2)n1, CO, Cl, [Li+], [OH-]. Yields the product COc1ccc(-c2nc(CC(=O)O)cs2)cn1. Reaction SMILES: [CH2:22]1[O:23][CH2:24][CH2:25][CH2:26]1.[CH3:1][O:2][c:3]1[cH:4][cH:5][c:6](-[c:9]2[s:10][cH:11][c:12]([CH2:14][C:15](=[O:16])[O:17][CH3:18])[n:13]2)[cH:7][n:8]1.[CH3:27][OH:28].[ClH:21].[Li+:20].[OH-:19]>>[CH3:1][O:2][c:3]1[cH:4][cH:5][c:6](-[c:9]2[s:10][cH:11][c:12]([CH2:14][C:15](=[O:16])[OH:17])[n:13]2)[cH:7][n:8]1. The reactants are O=C1CCC(=O)N1Br, O=C(OOC(=O)c1ccccc1)c1ccccc1, ClC(Cl)(Cl)Cl, CC=C(c1ccccc1)c1ccccc1. The product is BrCC=C(c1ccccc1)c1ccccc1. Reaction SMILES: [Br:34][N:35]1[C:36](=[O:37])[CH2:38][CH2:39][C:40]1=[O:41].[C:16]([O:17][O:18][C:19](=[O:20])[c:21]1[cH:22][cH:23][cH:24][cH:25][cH:26]1)(=[O:27])[c:28]1[cH:29][cH:30][cH:31][cH:32][cH:33]1.[C:42]([Cl:43])([Cl:44])([Cl:45])[Cl:46].[c:1]1([C:7](=[CH:8][CH3:9])[c:10]2[cH:11][cH:12][cH:13][cH:14][cH:15]2)[cH:2][cH:3][cH:4][cH:5][cH:6]1>>[c:1]1([C:7](=[CH:8][CH2:9][Br:34])[c:10]2[cH:11][cH:12][cH:13][cH:14][cH:15]2)[cH:2][cH:3][cH:4][cH:5][cH:6]1. Reactants: C(C)(=O)OCC (ethyl acetate), COC1=CC=C(CCl)C=C1 (4-Methoxybenzyl chloride), C(#N)C=1C(NN=CC1C)=O (4-cyano-5-methyl-3-pyridazinone), [H-].[Na+] (NaH). Run in CN(C)C=O (DMF), O (water). Reaction conditions: time 1 hour. Yields the product C(#N)C=1C(N(N=CC1C)CC1=CC=C(C=C1)OC)=O (4-cyano-2-(4-methoxybenzyl)-5-methyl-3-pyridazinone). The yield is 46.4%. As a reaction SMILES: [C:1]([C:3]1[C:4](=[O:10])[NH:5][N:6]=[CH:7][C:8]=1[CH3:9])#[N:2].[H-].[Na+].[CH3:13][O:14][C:15]1[CH:22]=[CH:21][C:18]([CH2:19]Cl)=[CH:17][CH:16]=1.C(OCC)(=O)C>CN(C=O)C.O>[C:1]([C:3]1[C:4](=[O:10])[N:5]([CH2:19][C:18]2[CH:21]=[CH:22][C:15]([O:14][CH3:13])=[CH:16][CH:17]=2)[N:6]=[CH:7][C:8]=1[CH3:9])#[N:2] |f:1.2|. Reported procedure: A mixture of 4-cyano-5-methyl-3-pyridazinone (P. Schmidt and J. Druey, Helvetica Chemica Acta, 37, 1467 (1954)) (0.93 g, 6.9 mmol) and NaH (50% in oil, 0.344 g, 8.6 mmol) in DMF (15 mL) was stirred at rt for 1 hour. 4-Methoxybenzyl chloride (1.34 g, 8.6 mmol) was added, and the mixture was stirred for 16 hours. The mixture was diluted with water, and extracted with ethyl acetate. The organic phase was washed with water, dried, filtered and evaporated. Trituration of the residue with ethyl acetat...